The task is: describe an organic reaction: reactants, conditions, products, and yield. This data is from the Open Reaction Database (ORD), a public repository of structured organic reaction records. Isolated yield 99.4%. Run at temperature 65 celsius, time 8 hour. Reagents/catalysts: [Pd] (palladium on carbon). Yields the product N[C@@H](CO)C(=O)OC(C)(C)C (L-Serine, t-butyl ester). The reactants are C(C1=CC=CC=C1)OC(=O)N[C@@H](COCC1=CC=CC=C1)C(=O)OC(C)(C)C (N-(Benzyloxycarbonyl)-O-benzylserine, t-butyl ester), C(C1=CC=CC=C1)OC(=O)N[C@@H](COCC1=CC=CC=C1)C(=O)OC(C)(C)C (N-(benzyloxycarbonyl)-O-benzylserine, t-butyl ester), C(=O)[O-].[NH4+] (ammonium formate). Reaction SMILES: C(OC([NH:11][C@H:12]([C:22]([O:24][C:25]([CH3:28])([CH3:27])[CH3:26])=[O:23])[CH2:13][O:14]CC1C=CC=CC=1)=O)C1C=CC=CC=1.C([O-])=O.[NH4+]>[Pd].CO>[NH2:11][C@H:12]([C:22]([O:24][C:25]([CH3:28])([CH3:27])[CH3:26])=[O:23])[CH2:13][OH:14] |f:1.2|. Procedure details: A mixture of 29.24 g (0.076 mol) of (L) N-(benzyloxycarbonyl)-O-benzylserine, t-butyl ester from Reference Example 1, 24.1 g (0.38 mol) of ammonium formate and 38.3 g of 10% palladium on carbon in 600 ml of methanol was heated at 65° C. for 20 hours and stirred at room temperature overnight. The mixture was filtered through diatomaceous earth and the filter pad was washed with methanol. The filtrate was concentrated to give 12.18 g (99.6%) of product as described in Synthetic Commun., 26:2723 (1... Solvent: CO (methanol). Starting materials: OC[C@@](CCC)(C)N ((1S)-1-(Hydroxymethyl)-1-methylbutylamine), (1S)-1-(chloromethyl)-3-methylbutanammonium chloride, COC(=O)C1=CC(=C(C=C1)N=C=S)C (4-(Methoxycarbonyl)-2-methylphenyl isothiocyanate), (1S)-1-(chloromethyl)-3-methylbutanammonium chloride, COC([C@@H](N)CC(C)C)=O ((L)-leucine methyl ester), OCCN (2-hydroxyethylamine). Yields the product COC(=O)C1=CC(=C(C=C1)N=C1SC[C@@H](N1)CC(C)C)C ((4S)-2-(4-(methoxycarbonyl)-2-methylphenylimino)-4-isobutyl-1,3-thiazolidine). As a reaction SMILES: OC[C@](N)(C)CCC.CO[C:11](=O)[C@H:12]([CH2:14][CH:15]([CH3:17])[CH3:16])[NH2:13].OCCN.[CH3:23][O:24][C:25]([C:27]1[CH:32]=[CH:31][C:30]([N:33]=[C:34]=[S:35])=[C:29]([CH3:36])[CH:28]=1)=[O:26]>>[CH3:23][O:24][C:25]([C:27]1[CH:32]=[CH:31][C:30]([N:33]=[C:34]2[NH:13][C@@H:12]([CH2:14][CH:15]([CH3:17])[CH3:16])[CH2:11][S:35]2)=[C:29]([CH3:36])[CH:28]=1)=[O:26]. Reported procedure: (1S)-1-(Hydroxymethyl)-1-methylbutylamine was made from (L)-leucine methyl ester as described in Method B1b. The 2-hydroxyethylamine was converted to (1S)-1-(chloromethyl)-3-methylbutanammonium chloride as described in Method B7a. 4-(Methoxycarbonyl)-2-methylphenyl isothiocyanate was reacted with (1S)-1-(chloromethyl)-3-methylbutanammonium chloride according to Method C1a to give (4S)-2-(4-(methoxycarbonyl)-2-methylphenylimino)-4-isobutyl-1,3-thiazolidine. The thiazolidine was reacted with isobu... Starting materials: CC(C)([O-])C.[K+] (potassium tert-butoxide), carbanion, CC(C=O)C(OCC)OCC (2-methyl-3,3-diethoxy-1-propanal), O (water), CC(=CCP(OCC)(=O)OCC)CCC=C(C)C (diethyl 3,7-dimethyl-2,6-octadiene-phosphonate). The solvent is O1CCCC1 (tetrahydrofuran), CCOCC (ether). Run at temperature -27.5 celsius. The product is 5-Z, CC(C(OCC)OCC)C=CC=C(CCC=C(C)C)C (2,6,10-trimethyl-1,1-diethoxy-3,5,9-undecatriene). Isolated yield 66.3%. Reaction SMILES: CC(C)([O-])C.[K+].[CH3:7][C:8]([CH2:19][CH2:20][CH:21]=[C:22]([CH3:24])[CH3:23])=[CH:9][CH2:10]P(OCC)(=O)OCC.[CH3:25][CH:26]([CH:29]([O:33][CH2:34][CH3:35])[O:30][CH2:31][CH3:32])[CH:27]=O.O>O1CCCC1.CCOCC>[CH3:25][CH:26]([CH:27]=[CH:10][CH:9]=[C:8]([CH3:7])[CH2:19][CH2:20][CH:21]=[C:22]([CH3:24])[CH3:23])[CH:29]([O:33][CH2:34][CH3:35])[O:30][CH2:31][CH3:32] |f:0.1|. Procedure: To a 500 mL three-neck reaction flask protected from atmospheric moisture by nitrogen gas throughout the course of the reaction a solution of 2.4 g potassium tert-butoxide (0.11 mol) in 60 mL of anhydrous tetrahydrofuran was added. Then 29.2 g of diethyl 3,7-dimethyl-2,6-octadienyl-phosphonate (3B) (0.10 mol) was added dropwise over 30 min under mechanical stirring by use of an external cold bath to maintain the internal temperature of approximately −30 to −25° C., and the reaction mixture was s... The reactants are CC1=NC2=C(N1)C=CC(=C2)C(=O)OC (Methyl 2-methyl-1H-benzimidazole-5-carboxylate), CC(C)C[AlH]CC(C)C (DIBAL), C(C)(=O)OCC (ethyl acetate), crude product. Solvent: C1CCOC1 (THF). Reaction conditions: temperature 20 celsius. Product: CC1=NC2=C(N1)C=CC(=C2)CO (2-Methyl-5-hydroxymethyl-1H-benzimidazole). As a reaction SMILES: [CH3:1][C:2]1[NH:6][C:5]2[CH:7]=[CH:8][C:9]([C:11](OC)=[O:12])=[CH:10][C:4]=2[N:3]=1.CC(C[AlH]CC(C)C)C.C(OCC)(=O)C>C1COCC1>[CH3:1][C:2]1[NH:6][C:5]2[CH:7]=[CH:8][C:9]([CH2:11][OH:12])=[CH:10][C:4]=2[N:3]=1. Procedure details: 27.8 g (0.146 mol) of 18b in 500 ml of THF are treated with 365.4 ml (0.438 mol) of DIBAL (20% strength solution in toluene) at -70° C. overnight in analogy to Example 1a. The crude product is vigorously stirred in boiling ethyl acetate and, after cooling to 20° C., the remaining material is filtered off with suction. Reactants: C1CCC2=NCCCN2CC1, CO, COC1CCC2CSC(NC(=O)c3ccccc3)=NC2(c2ccccc2F)C1. Reaction SMILES: [CH2:29]1[CH2:30][CH2:31][C:32]2=[N:37][CH2:36][CH2:35][CH2:34][N:33]2[CH2:38][CH2:39]1.[CH3:40][OH:41].[F:1][c:2]1[c:3]([C:8]23[N:9]=[C:10]([NH:20][C:21](=[O:22])[c:23]4[cH:24][cH:25][cH:26][cH:27][cH:28]4)[S:11][CH2:12][CH:13]2[CH2:14][CH2:15][CH:16]([O:18][CH3:19])[CH2:17]3)[cH:4][cH:5][cH:6][cH:7]1>>[F:1][c:2]1[c:3]([C:8]23[N:9]=[C:10]([NH2:20])[S:11][CH2:12][CH:13]2[CH2:14][CH2:15][CH:16]([O:18][CH3:19])[CH2:17]3)[cH:4][cH:5][cH:6][cH:7]1. Product: COC1CCC2CSC(N)=NC2(c2ccccc2F)C1. The reactants are CCC1(N2CCC(CO)C2)C=CC=CC1, ClC(Cl)Cl, O=S(Cl)Cl. The product is CCC1(N2CCC(CCl)C2)C=CC=CC1. RXN SMILES: [CH3:1][CH2:2][C:3]1([N:9]2[CH2:10][CH:11]([CH2:14][OH:15])[CH2:12][CH2:13]2)[CH2:4][CH:5]=[CH:6][CH:7]=[CH:8]1.[CH:20]([Cl:21])([Cl:22])[Cl:23].[S:16]([Cl:17])([Cl:18])=[O:19]>>[CH3:1][CH2:2][C:3]1([N:9]2[CH2:10][CH:11]([CH2:14][Cl:18])[CH2:12][CH2:13]2)[CH2:4][CH:5]=[CH:6][CH:7]=[CH:8]1. The reactants are CC1=C2C(=NC=3C=CC=C(C13)[N+](=O)[O-])CCNCC2 (1,2,4,5-tetrahydro-11-methyl-10-nitro-3H-azepino[4,5-b]quinoline), ClC(=O)OCC (ethyl chloroformate). Yields the product Cl.C(C)OC(=O)N1CCC2=NC=3C=CC=C(C3C(=C2CC1)C)[N+](=O)[O-] (1,2,4,5-Tetrahydro-11-methyl-10-nitro-3-azepino[4,5-b]quinoline-carboxylic acid ethyl ester hydrochloride). Isolated yield 78.0%. Reaction SMILES: [CH3:1][C:2]1[C:11]2[C:10]([N+:12]([O-:14])=[O:13])=[CH:9][CH:8]=[CH:7][C:6]=2[N:5]=[C:4]2[CH2:15][CH2:16][NH:17][CH2:18][CH2:19][C:3]=12.[Cl:20][C:21]([O:23][CH2:24][CH3:25])=[O:22]>>[ClH:20].[CH2:24]([O:23][C:21]([N:17]1[CH2:18][CH2:19][C:3]2[C:4](=[N:5][C:6]3[CH:7]=[CH:8][CH:9]=[C:10]([N+:12]([O-:14])=[O:13])[C:11]=3[C:2]=2[CH3:1])[CH2:15][CH2:16]1)=[O:22])[CH3:25] |f:2.3|. Reported procedure: 1,2,4,5-Tetrahydro-11-methyl-10-nitro-3-azepino[4,5-b]quinoline-carboxylic acid ethyl ester hydrochloride was prepared from 1,2,4,5-tetrahydro-11-methyl-10-nitro-3H-azepino[4,5-b]quinoline and ethyl chloroformate analogous to Example 63. Procedure details: The title compound was prepared following Protocol A. 1-[4-Chloro-2-fluoro-5-(2-fluoroethoxy)phenyl]-piperazine dihydrochloride and [3-(1H-imidazol-2-yl)pyrazolo[3,4-b]pyridin-1-yl]acetic acid were used as the coupling components. The crude product was purified by silica gel chromatography (2% to 3.5% MeOH in CH2Cl2) to provide 1-{4-[4-chloro-2-fluoro-5-(2-fluoroethoxy)phenyl]piperazin-1-yl}-2-[3-(1H-imidazol-2-yl)pyrazolo[3,4-b]pyridin-1-yl]ethanone as a tan solid: 1H NMR (CDCl3, 400 MHz) δ 8.7... The reactants are Cl.Cl.ClC1=CC(=C(C=C1OCCF)N1CCNCC1)F (1-[4-Chloro-2-fluoro-5-(2-fluoroethoxy)phenyl]-piperazine dihydrochloride), N1C(=NC=C1)C1=NN(C2=NC=CC=C21)CC(=O)O ([3-(1H-imidazol-2-yl)pyrazolo[3,4-b]pyridin-1-yl]acetic acid). The product is ClC1=CC(=C(C=C1OCCF)N1CCN(CC1)C(CN1N=C(C=2C1=NC=CC2)C=2NC=CN2)=O)F (1-{4-[4-chloro-2-fluoro-5-(2-fluoroethoxy)phenyl]piperazin-1-yl}-2-[3-(1H-imidazol-2-yl)pyrazolo[3,4-b]pyridin-1-yl]ethanone). Reaction SMILES: Cl.Cl.[Cl:3][C:4]1[C:9]([O:10][CH2:11][CH2:12][F:13])=[CH:8][C:7]([N:14]2[CH2:19][CH2:18][NH:17][CH2:16][CH2:15]2)=[C:6]([F:20])[CH:5]=1.[NH:21]1[CH:25]=[CH:24][N:23]=[C:22]1[C:26]1[C:34]2[C:29](=[N:30][CH:31]=[CH:32][CH:33]=2)[N:28]([CH2:35][C:36](O)=[O:37])[N:27]=1>>[Cl:3][C:4]1[C:9]([O:10][CH2:11][CH2:12][F:13])=[CH:8][C:7]([N:14]2[CH2:15][CH2:16][N:17]([C:36](=[O:37])[CH2:35][N:28]3[C:29]4=[N:30][CH:31]=[CH:32][CH:33]=[C:34]4[C:26]([C:22]4[NH:21][CH:25]=[CH:24][N:23]=4)=[N:27]3)[CH2:18][CH2:19]2)=[C:6]([F:20])[CH:5]=1 |f:0.1.2|. Starting materials: C(C)OC(C(=C(SC)SC)C#N)=O (2-cyano-3,3-bis-methylsulfanyl-acrylic acid ethyl ester), C1(=CC=CC=C1)NN (phenylhydrazine). Solvent: C(C)O (ethanol). The product is C(C)OC(=O)C=1C(=NN(C1N)C1=CC=CC=C1)SC (5-amino-3-methylsulfanyl-1-phenyl-1H-pyrazole-4-carboxylic acid ethyl ester). As a reaction SMILES: [CH2:1]([O:3][C:4](=[O:13])[C:5]([C:11]#[N:12])=[C:6](SC)[S:7][CH3:8])[CH3:2].[C:14]1([NH:20][NH2:21])[CH:19]=[CH:18][CH:17]=[CH:16][CH:15]=1>C(O)C>[CH2:1]([O:3][C:4]([C:5]1[C:6]([S:7][CH3:8])=[N:21][N:20]([C:14]2[CH:19]=[CH:18][CH:17]=[CH:16][CH:15]=2)[C:11]=1[NH2:12])=[O:13])[CH3:2]. Procedure details: To a solution of 2-cyano-3,3-bis-methylsulfanyl-acrylic acid ethyl ester (5.00 g, 23.0 mmol) in dry ethanol (100 mL) is added phenylhydrazine (2.28 mL, 23.0 mmol). The reaction mixture is heated to reflux for 2 h before removal of the solvent. The resulting solid is recrystallized from EtOH (20 mL) to provide 5-amino-3-methylsulfanyl-1-phenyl-1H-pyrazole-4-carboxylic acid ethyl ester as a white solid product; HPLC-MS calculated for C13H15N3O2S (M+H+) 278.1, found 278.1.